This data is from the Open Reaction Database (ORD), a public repository of structured organic reaction records. The task is: describe an organic reaction: reactants, conditions, products, and yield Reactants: BrC1=CC=CC=2SC(=CC21)C(=O)OC (methyl 4-bromobenzo[b]thiophene-2-carboxylate), [OH-].[Na+] (sodium hydroxide), CO (methanol). The solvent is O (water). Conditions: time 16 hour. Yields the product BrC1=CC=CC=2SC(=CC21)C(=O)O (4-bromobenzo[b]thiophene-2-carboxylic acid). Yield: 64.7%. RXN SMILES: [Br:1][C:2]1[C:10]2[CH:9]=[C:8]([C:11]([O:13]C)=[O:12])[S:7][C:6]=2[CH:5]=[CH:4][CH:3]=1.[OH-].[Na+].CO>O>[Br:1][C:2]1[C:10]2[CH:9]=[C:8]([C:11]([OH:13])=[O:12])[S:7][C:6]=2[CH:5]=[CH:4][CH:3]=1 |f:1.2|. Reported procedure: A mixture of methyl 4-bromobenzo[b]thiophene-2-carboxylate (101 g), sodium hydroxide (63 g), methanol (1200 ml) and water (600 ml) was stirred at ambient temperature for 16 hours, the methanol was removed in vacuo, and the resulting suspension was cooled to 0° C. and acidified by dropwise addition of concentrated hydrochloric acid. The mixture was stirred for 20 minutes and the resulting solid was collected by filtration, washed with water (3×250 ml) and dried in vacuo at 110-120° C. to give 4-b... Reactants: ClC1=CC(=C(N=N1)C(=O)OCC)NC1=NC(=CC=C1)OCC (Ethyl 6-chloro-4-(6-ethoxypyridin-2-ylamino)pyridazine-3-carboxylate), CO (methanol), N (ammonia). Reaction conditions: temperature 25 celsius, time 18 hour. Yields the product ClC1=CC(=C(N=N1)C(=O)N)NC1=NC(=CC=C1)OCC (6-chloro-4-(6-ethoxypyridin-2-ylamino)pyridazine-3-carboxamide). Isolated yield 90.0%. Reaction SMILES: [Cl:1][C:2]1[N:7]=[N:6][C:5]([C:8](OCC)=[O:9])=[C:4]([NH:13][C:14]2[CH:19]=[CH:18][CH:17]=[C:16]([O:20][CH2:21][CH3:22])[N:15]=2)[CH:3]=1.CO.[NH3:25]>>[Cl:1][C:2]1[N:7]=[N:6][C:5]([C:8]([NH2:25])=[O:9])=[C:4]([NH:13][C:14]2[CH:19]=[CH:18][CH:17]=[C:16]([O:20][CH2:21][CH3:22])[N:15]=2)[CH:3]=1. Reported procedure: Ethyl 6-chloro-4-(6-ethoxypyridin-2-ylamino)pyridazine-3-carboxylate (40.3 mg, 125 mmol) was dissolved in 7 N ammonia in methanol solution (7.01 g, 9 mL, 63.0 mmol) and stirred at 25° C. for 18 h. The reaction mixture was concentrated in vacuo to give 6-chloro-4-(6-ethoxypyridin-2-ylamino)pyridazine-3-carboxamide (33 mg, 112 μmol, 90%) as a light yellow solid that was used directly without further purification. MS (EI/CI) m/z: 294.1 [M+H]. Starting materials: C=C[Sn](CCCC)(CCCC)CCCC, CC(Nc1nccc(-n2cnc3cc(I)ccc32)n1)c1ccccc1, c1ccc(P(c2ccccc2)(c2ccccc2)[Pd](P(c2ccccc2)(c2ccccc2)c2ccccc2)(P(c2ccccc2)(c2ccccc2)c2ccccc2)P(c2ccccc2)(c2ccccc2)c2ccccc2)cc1. The product is C=Cc1ccc2c(c1)ncn2-c1ccnc(NC(C)c2ccccc2)n1. As a reaction SMILES: [CH2:26]([CH2:27][CH2:39][CH3:40])[Sn:28]([CH:29]=[CH2:30])([CH2:31][CH2:32][CH2:33][CH3:34])[CH2:35][CH2:36][CH2:37][CH3:38].[c:1]1([CH:7]([CH3:8])[NH:9][c:10]2[n:11][cH:12][cH:13][c:14](-[n:16]3[cH:17][n:18][c:19]4[c:20]3[cH:21][cH:22][c:23]([I:25])[cH:24]4)[n:15]2)[cH:2][cH:3][cH:4][cH:5][cH:6]1.[cH:41]1[cH:42][cH:43][c:44]([P:45]([Pd:46]([P:47]([c:48]2[cH:49][cH:50][cH:51][cH:52][cH:53]2)([c:54]2[cH:55][cH:56][cH:57][cH:58][cH:59]2)[c:60]2[cH:61][cH:62][cH:63][cH:64][cH:65]2)([P:66]([c:67]2[cH:68][cH:69][cH:70][cH:71][cH:72]2)([c:73]2[cH:74][cH:75][cH:76][cH:77][cH:78]2)[c:79]2[cH:80][cH:81][cH:82][cH:83][cH:84]2)[P:85]([c:86]2[cH:87][cH:88][cH:89][cH:90][cH:91]2)([c:92]2[cH:93][cH:94][cH:95][cH:96][cH:97]2)[c:98]2[cH:99][cH:100][cH:101][cH:102][cH:103]2)([c:104]2[cH:105][cH:106][cH:107][cH:108][cH:109]2)[c:110]2[cH:111][cH:112][cH:113][cH:114][cH:115]2)[cH:116][cH:117]1>>[c:1]1([CH:7]([CH3:8])[NH:9][c:10]2[n:11][cH:12][cH:13][c:14](-[n:16]3[cH:17][n:18][c:19]4[c:20]3[cH:21][cH:22][c:23]([CH:26]=[CH2:27])[cH:24]4)[n:15]2)[cH:2][cH:3][cH:4][cH:5][cH:6]1. Reactants: C(C(C)(C)C)(=O)Cl (pivaloyl chloride), NCCC(=O)OC (methy 3-aminopropionate), Cl (hydrochloric acid). Run in [OH-].[Na+] (sodium hydroxide). Run at time 4 hour. Yields the product CC(C(=O)NCCC(=O)O)(C)C (N-(2,2-dimethylpropanoyl)-β-alanine). As a reaction SMILES: [NH2:1][CH2:2][CH2:3][C:4]([O:6]C)=[O:5].[C:8](Cl)(=[O:13])[C:9]([CH3:12])([CH3:11])[CH3:10].Cl>[OH-].[Na+]>[CH3:10][C:9]([CH3:12])([CH3:11])[C:8]([NH:1][CH2:2][CH2:3][C:4]([OH:6])=[O:5])=[O:13] |f:3.4|. Procedure: 558 mg (4.03 mmol) of methy 3-aminopropionate was dissolved in 20 ml of 1 N aqueous sodium hydroxide solution. 362 mg (3.00 mmol) of pivaloyl chloride was immediately added to the obtained solution, and they were stirred for 4 hours. 15 ml of 2 N aqueous hydrochloric acid was added to the reaction mixture. After extracting with ethyl acetate 3 times followed by drying under anhydrous sodium sulfate, the solvent was evaporated under reduced pressure to obtain the title compound. The reactants are CC(=O)OCC(=O)Cl, CC#N, ClCCl, CC(C)(O)C(=O)c1oc2nc(-c3ccccc3Cl)c(-c3ccc(Cl)cc3)cc2c1N. The product is CC(=O)OCC(=O)Nc1c(C(=O)C(C)(C)O)oc2nc(-c3ccccc3Cl)c(-c3ccc(Cl)cc3)cc12. Reaction SMILES: [C:31]([CH3:32])(=[O:33])[O:34][CH2:35][C:36](=[O:37])[Cl:38].[CH3:39][C:40]#[N:41].[Cl:42][CH2:43][Cl:44].[NH2:1][c:2]1[c:3]([C:25]([C:26]([CH3:27])([CH3:28])[OH:29])=[O:30])[o:4][c:5]2[n:6][c:7](-[c:18]3[c:19]([Cl:24])[cH:20][cH:21][cH:22][cH:23]3)[c:8](-[c:11]3[cH:12][cH:13][c:14]([Cl:17])[cH:15][cH:16]3)[cH:9][c:10]12>>[NH:1]([c:2]1[c:3]([C:25]([C:26]([CH3:27])([CH3:28])[OH:29])=[O:30])[o:4][c:5]2[n:6][c:7](-[c:18]3[c:19]([Cl:24])[cH:20][cH:21][cH:22][cH:23]3)[c:8](-[c:11]3[cH:12][cH:13][c:14]([Cl:17])[cH:15][cH:16]3)[cH:9][c:10]12)[C:36]([CH2:35][O:34][C:31]([CH3:32])=[O:33])=[O:37]. Starting materials: CCN=C=NCCCN(C)C, Cc1ccc(C(=O)O)c2ccccc12, CC#N, Cl, NC(Cc1ccc(C(F)(F)F)cc1)C(O)c1ccc(F)cc1, O, On1nnc2ccccc21. Yields the product Cc1ccc(C(=O)NC(Cc2ccc(C(F)(F)F)cc2)C(O)c2ccc(F)cc2)c2ccccc12. RXN SMILES: [CH2:38]([N:39]=[C:40]=[N:41][CH2:42][CH2:43][CH2:44][N:45]([CH3:46])[CH3:47])[CH3:48].[CH3:23][c:24]1[cH:25][cH:26][c:27]([C:34](=[O:35])[OH:36])[c:28]2[cH:29][cH:30][cH:31][cH:32][c:33]12.[CH3:59][C:60]#[N:61].[ClH:37].[NH2:1][CH:2]([CH:3]([OH:4])[c:5]1[cH:6][cH:7][c:8]([F:11])[cH:9][cH:10]1)[CH2:12][c:13]1[cH:14][cH:15][c:16]([C:19]([F:20])([F:21])[F:22])[cH:17][cH:18]1.[OH2:62].[OH:49][n:50]1[c:51]2[cH:52][cH:53][cH:54][cH:55][c:56]2[n:57][n:58]1>>[NH:1]([CH:2]([CH:3]([OH:4])[c:5]1[cH:6][cH:7][c:8]([F:11])[cH:9][cH:10]1)[CH2:12][c:13]1[cH:14][cH:15][c:16]([C:19]([F:20])([F:21])[F:22])[cH:17][cH:18]1)[C:34]([c:27]1[cH:26][cH:25][c:24]([CH3:23])[c:33]2[c:28]1[cH:29][cH:30][cH:31][cH:32]2)=[O:35]. Starting materials: C1COCCO1, CCNC(=O)CCCC=CCC1C(O)CC(O)C1C=CC(O)CCc1ccccc1, N#CC1=C(C#N)C(=O)C(Cl)=C(Cl)C1=O. The product is CCNC(=O)CCCC=CCC1C(O)CC(O)C1C=CC(=O)CCc1ccccc1. RXN SMILES: [CH2:45]1[O:46][CH2:47][CH2:48][O:49][CH2:50]1.[CH3:1][CH2:2][NH:3][C:4](=[O:5])[CH2:6][CH2:7][CH2:8][CH:9]=[CH:10][CH2:11][CH:12]1[CH:13]([OH:14])[CH2:15][CH:16]([OH:17])[CH:18]1[CH:19]=[CH:20][CH:21]([OH:22])[CH2:23][CH2:24][c:25]1[cH:26][cH:27][cH:28][cH:29][cH:30]1.[Cl:31][C:32]1=[C:43]([Cl:44])[C:41](=[O:42])[C:38]([C:39]#[N:40])=[C:35]([C:36]#[N:37])[C:33]1=[O:34]>>[CH3:1][CH2:2][NH:3][C:4](=[O:5])[CH2:6][CH2:7][CH2:8][CH:9]=[CH:10][CH2:11][CH:12]1[CH:13]([OH:14])[CH2:15][CH:16]([OH:17])[CH:18]1[CH:19]=[CH:20][C:21](=[O:22])[CH2:23][CH2:24][c:25]1[cH:26][cH:27][cH:28][cH:29][cH:30]1. Starting materials: OC(C[C@@]1(CCN(C(O1)=O)[C@@H](C)C1=CC=C(C=C1)B1OC(C(O1)(C)C)(C)C)C1=CC=CC=C1)(C)C ((S)-6-(2-hydroxy-2-methylpropyl)-6-phenyl-3-{(S)-1-[4-(4,4,5,5-tetramethyl-1,3,2-dioxaborolan-2-yl)phenyl]-ethyl}-1,3-oxazinan-2-one), BrC=1C=CC(N(C1)C1COC1)=O (5-bromo-1-oxetan-3-yl-1H-pyridin-2-one). Yields the product OC(C[C@@]1(CCN(C(O1)=O)[C@@H](C)C1=CC=C(C=C1)C1=CN(C(C=C1)=O)C1COC1)C1=CC=CC=C1)(C)C ((S)-6-(2-Hydroxy-2-methyl-propyl)-3-{(S)-1-[4-(1-oxetan-3-yl-6-oxo-1,6-dihydro-pyridin-3-yl)-phenyl]-ethyl}-6-phenyl-[1,3]oxazinan-2-one). As a reaction SMILES: [OH:1][C:2]([CH3:35])([CH3:34])[CH2:3][C@@:4]1([C:28]2[CH:33]=[CH:32][CH:31]=[CH:30][CH:29]=2)[O:9][C:8](=[O:10])[N:7]([C@H:11]([C:13]2[CH:18]=[CH:17][C:16](B3OC(C)(C)C(C)(C)O3)=[CH:15][CH:14]=2)[CH3:12])[CH2:6][CH2:5]1.Br[C:37]1[CH:38]=[CH:39][C:40](=[O:47])[N:41]([CH:43]2[CH2:46][O:45][CH2:44]2)[CH:42]=1>>[OH:1][C:2]([CH3:35])([CH3:34])[CH2:3][C@@:4]1([C:28]2[CH:29]=[CH:30][CH:31]=[CH:32][CH:33]=2)[O:9][C:8](=[O:10])[N:7]([C@H:11]([C:13]2[CH:18]=[CH:17][C:16]([C:37]3[CH:38]=[CH:39][C:40](=[O:47])[N:41]([CH:43]4[CH2:46][O:45][CH2:44]4)[CH:42]=3)=[CH:15][CH:14]=2)[CH3:12])[CH2:6][CH2:5]1. Procedure: The title compound was prepared from (S)-6-(2-hydroxy-2-methylpropyl)-6-phenyl-3-{(S)-1-[4-(4,4,5,5-tetramethyl-1,3,2-dioxaborolan-2-yl)phenyl]-ethyl}-1,3-oxazinan-2-one and 5-bromo-1-oxetan-3-yl-1H-pyridin-2-one following a procedure analogous to that described in Example 35. LC (method 4): tR=0.97 min; Mass spectrum (ESI+): m/z=503 [M+H]+; 1H NMR (CDCl3) δ 1.05 (s, 3H), 1.12 (s, 3H), 1.48 (d, 3H), 2.10-2.22 (m, 5H), 2.34 (m, 1H), 2.83 (m, 1H), 4.72 (m, 2H), 5.10 (m, 2H), 5.63 (m, 1H), 5.83 (m,...